This data is from the Open Reaction Database (ORD), a public repository of structured organic reaction records. The task is: describe an organic reaction: reactants, conditions, products, and yield Starting materials: BrC1=C(CCCC1=O)C1(C(N(CCCC1)C)=O)CC (3-(2-bromo-3-oxocyclohex-1-enyl)-3-ethylhexahydro-1-methylazepin-2-one), Br (HBr). Run in ClCCl (dichloromethane), C(C)(=O)O (acetic acid). Run at time 3 hour. Product: C(C)C1(C(N(CCCC1)C)=O)C1=CC(=CC=C1)O (Hexahydro-3-ethyl-3-(3-hydroxyphenyl)-1-methyl-2H-azepin-2-one). RXN SMILES: Br[C:2]1[C:7](=[O:8])[CH2:6][CH2:5][CH2:4][C:3]=1[C:9]1([CH2:18][CH3:19])[CH2:15][CH2:14][CH2:13][CH2:12][N:11]([CH3:16])[C:10]1=[O:17].Br>ClCCl.C(O)(=O)C>[CH2:18]([C:9]1([C:3]2[CH:4]=[CH:5][CH:6]=[C:7]([OH:8])[CH:2]=2)[CH2:15][CH2:14][CH2:13][CH2:12][N:11]([CH3:16])[C:10]1=[O:17])[CH3:19]. Procedure details: A solution of 3-(2-bromo-3-oxocyclohex-1-enyl)-3-ethylhexahydro-1-methylazepin-2-one (6.57 g) in dichloromethane (70 ml) was treated with 48% HBr in acetic acid (1 ml). After 3 hours NMR indicated completion. The solvent was removed under reduced pressure and the residue triturated with aqueous ammonia to yield the title compound as a white crystalline solid, m.p. 178°-80° C. (EtOAc). The reactants are CC[O-], CC[O-], CC[O-], CC[O-], COc1c(F)cccc1C(C)CC(O)(C=O)C(F)(F)F, Cc1ncc2c(N)cc(F)cc2n1, [Ti+4]. The product is COc1c(F)cccc1C(C)CC(O)(C=Nc1cc(F)cc2nc(C)ncc12)C(F)(F)F. As a reaction SMILES: [CH3:34][CH2:35][O-:36].[CH3:37][CH2:38][O-:39].[CH3:40][CH2:41][O-:42].[CH3:43][CH2:44][O-:45].[F:1][c:2]1[c:3]([O:19][CH3:20])[c:4]([CH:8]([CH2:9][C:10]([CH:11]=[O:12])([C:13]([F:14])([F:15])[F:16])[OH:17])[CH3:18])[cH:5][cH:6][cH:7]1.[NH2:21][c:22]1[c:23]2[cH:24][n:25][c:26]([CH3:33])[n:27][c:28]2[cH:29][c:30]([F:32])[cH:31]1.[Ti+4:46]>>[F:1][c:2]1[c:3]([O:19][CH3:20])[c:4]([CH:8]([CH2:9][C:10]([CH:11]=[N:21][c:22]2[c:23]3[cH:24][n:25][c:26]([CH3:33])[n:27][c:28]3[cH:29][c:30]([F:32])[cH:31]2)([C:13]([F:14])([F:15])[F:16])[OH:17])[CH3:18])[cH:5][cH:6][cH:7]1. Reported procedure: (7-Bromo-pyrrolo[2,1-f][1,2,4]triazin-2-yl)-[4-(4-methyl-piperazin-1-yl)-phenyl]-amine (0.125 g, 0.323 mmol), (4-Hydroxymethylphenyl)boronic acid (98.1 mg, 0.646 mmol), Triphenylphosphine (24 mg, 0.090 mmol) and Palladium Acetate (7.2 mg, 0.032 mmol) were placed in a vial and purged with vac/N2. N,N-Dimethylformamide (10.0 mL, 129 mmol), 1,4-Dioxane (3.0 mL, 38 mmol) and 2.00 M of Sodium carbonate in Water (1.50 mL, 3.00 mmol) were added and the mixture again purged (vac/N2) before being heated ... Yield: 81.4%. As a reaction SMILES: Br[C:2]1[N:10]2[C:5]([CH:6]=[N:7][C:8]([NH:11][C:12]3[CH:17]=[CH:16][C:15]([N:18]4[CH2:23][CH2:22][N:21]([CH3:24])[CH2:20][CH2:19]4)=[CH:14][CH:13]=3)=[N:9]2)=[CH:4][CH:3]=1.[OH:25][CH2:26][C:27]1[CH:32]=[CH:31][C:30](B(O)O)=[CH:29][CH:28]=1.C1(P(C2C=CC=CC=2)C2C=CC=CC=2)C=CC=CC=1.CN(C)C=O.O1CCOCC1.C(=O)([O-])[O-].[Na+].[Na+].O>C([O-])(=O)C.[Pd+2].C([O-])(=O)C>[CH3:24][N:21]1[CH2:20][CH2:19][N:18]([C:15]2[CH:14]=[CH:13][C:12]([NH:11][C:8]3[N:7]=[CH:6][C:5]4=[CH:4][CH:3]=[C:2]([C:30]5[CH:31]=[CH:32][C:27]([CH2:26][OH:25])=[CH:28][CH:29]=5)[N:10]4[N:9]=3)=[CH:17][CH:16]=2)[CH2:23][CH2:22]1 |f:5.6.7,9.10.11|. Conditions: temperature 90 celsius. The product is CN1CCN(CC1)C1=CC=C(C=C1)NC1=NN2C(C=N1)=CC=C2C2=CC=C(C=C2)CO ((4-{2-[4-(4-Methyl-piperazin-1-yl)-phenylamino]-pyrrolo[2,1-f][1,2,4]triazin-7-yl}-phenyl)-methanol). Starting materials: BrC1=CC=C2C=NC(=NN21)NC2=CC=C(C=C2)N2CCN(CC2)C ((7-Bromo-pyrrolo[2,1-f][1,2,4]triazin-2-yl)-[4-(4-methyl-piperazin-1-yl)-phenyl]-amine), OCC1=CC=C(C=C1)B(O)O ((4-Hydroxymethylphenyl)boronic acid), C1(=CC=CC=C1)P(C1=CC=CC=C1)C1=CC=CC=C1 (Triphenylphosphine), CN(C=O)C (N,N-Dimethylformamide), O1CCOCC1 (1,4-Dioxane), C([O-])([O-])=O.[Na+].[Na+] (Sodium carbonate), O (Water). Reagents/catalysts: C(C)(=O)[O-].[Pd+2].C(C)(=O)[O-] (Palladium Acetate).